describe an organic reaction: reactants, conditions, products, and yield From a dataset of the Open Reaction Database (ORD), a public repository of structured organic reaction records. Starting materials: NC1=C(C=C(C=C1)NC(=O)COC(C)=O)N1CCCCC1 (acetic acid (4-amino-3-piperidin-1-yl-phenylcarbamoyl)-methyl ester), C(#N)C1=CC=C(O1)C(=O)Cl (5-cyano-furan-2-carbonyl chloride), CCN(C(C)C)C(C)C (DIEA). The product is C(#N)C1=CC=C(O1)C(=O)NC1=C(C=C(C=C1)NC(=O)COC(C)=O)N1CCCCC1 (Acetic acid {4-[(5-cyano-furan-2-carbonyl)-amino]-3-piperidin-1-yl-phenylcarbamoyl}-methyl ester). Isolated yield 19.9%. As a reaction SMILES: [NH2:1][C:2]1[CH:7]=[CH:6][C:5]([NH:8][C:9]([CH2:11][O:12][C:13](=[O:15])[CH3:14])=[O:10])=[CH:4][C:3]=1[N:16]1[CH2:21][CH2:20][CH2:19][CH2:18][CH2:17]1.[C:22]([C:24]1[O:28][C:27]([C:29](Cl)=[O:30])=[CH:26][CH:25]=1)#[N:23].CCN(C(C)C)C(C)C>>[C:22]([C:24]1[O:28][C:27]([C:29]([NH:1][C:2]2[CH:7]=[CH:6][C:5]([NH:8][C:9]([CH2:11][O:12][C:13](=[O:15])[CH3:14])=[O:10])=[CH:4][C:3]=2[N:16]2[CH2:21][CH2:20][CH2:19][CH2:18][CH2:17]2)=[O:30])=[CH:26][CH:25]=1)#[N:23]. Procedure details: Using a procedure similar to Example 4, step (c), acetic acid (4-amino-3-piperidin-1-yl-phenylcarbamoyl)-methyl ester (80 mg, 0.27 mmol) was allowed to react with 5-cyano-furan-2-carbonyl chloride (42 mg, 0.27 mmol) in the presence of DIEA (0.10 mL, 0.59 mmol) to afford 22 mg (20%) of the title compound as a yellow solid. 1H-NMR (CDCl3; 400 MHz): δ 9.66 (s, 1H), 8.40 (d, 1H, J=9.0 Hz), 7.73-7.76 (m, 2H), 7.27-7.28 (m, 1H), 7.22 (d, 1H, J=2.7 Hz), 7.08 (dd, 1H, J=2.3, 8.7 Hz), 4.68 (s, 2H), 2.84-... Starting materials: CC=1C=C(C=CC1OC)C=C1OC2=C(C1=O)C=CC(=C2)O (2-[(3-methyl-4-methoxyphenyl)methylene]-6-hydroxy-3(2H)-benzofuranone), C([O-])([O-])=O.[K+].[K+] (potassium carbonate), CN(C=O)C (dimethylformamide), BrC(C)C (2-bromopropane). The solvent is C(C)(=O)OCC (ethyl acetate), O (water), CCCCCC (hexane). Reaction conditions: time 4 hour. The product is CC=1C=C(C=CC1OC)C=C1OC2=C(C1=O)C=CC(=C2)OC(C)C (2-[(3-methyl-4-methoxyphenyl)methylene]-6-isopropyloxy-3(2H)-benzofuranone). The yield is 47.9%. RXN SMILES: [CH3:1][C:2]1[CH:3]=[C:4]([CH:10]=[C:11]2[C:15](=[O:16])[C:14]3[CH:17]=[CH:18][C:19]([OH:21])=[CH:20][C:13]=3[O:12]2)[CH:5]=[CH:6][C:7]=1[O:8][CH3:9].C(=O)([O-])[O-].[K+].[K+].CN(C)C=O.Br[CH:34]([CH3:36])[CH3:35]>C(OCC)(=O)C.CCCCCC.O>[CH3:1][C:2]1[CH:3]=[C:4]([CH:10]=[C:11]2[C:15](=[O:16])[C:14]3[CH:17]=[CH:18][C:19]([O:21][CH:34]([CH3:36])[CH3:35])=[CH:20][C:13]=3[O:12]2)[CH:5]=[CH:6][C:7]=1[O:8][CH3:9] |f:1.2.3|. Procedure details: To a solution of 2-[(3-methyl-4-methoxyphenyl)methylene]-6-hydroxy-3(2H)-benzofuranone 0.5 g, potassium carbonate 0.61 g and dimethylformamide 5 ml, 2-bromopropane 0.306 g was added. After the mixture was refluxed for 2.5 hours, water 50 ml was added. The resulting compound was extracted with ethyl acetate 50 ml twice. The ethyl acetate solution was dehydrated with anhydrous magnesium sulfate and concentrated under reduced pressure. The residue was fractionated by silica gel column chromatograph... Starting materials: ice, NC1=NC=C(C(=N1)N)CC1=CC(=C(C(=C1)OC(C(C)=O)C)OC)OC (2,4-diamino-5-(3,4-dimethoxy-5-(1-methyl-2oxopropoxy)benzyl)pyrimidine), [OH-].[NH4+] (ammonium hydroxide). Run in polyphosphoric acid. Product: NC1=NC=C(C(=N1)N)CC1=CC(=C(C2=C1C(=C(O2)C)C)OC)OC (2,4-Diamino-5-(6,7-dimethoxy-2,3-dimethyl-4-benzofuranylmethyl)pyrimidine). The yield is 79.2%. RXN SMILES: [NH2:1][C:2]1[N:7]=[C:6]([NH2:8])[C:5]([CH2:9][C:10]2[CH:15]=[C:14]([O:16][CH:17]([CH3:21])[C:18](=O)[CH3:19])[C:13]([O:22][CH3:23])=[C:12]([O:24][CH3:25])[CH:11]=2)=[CH:4][N:3]=1.[OH-].[NH4+]>>[NH2:1][C:2]1[N:7]=[C:6]([NH2:8])[C:5]([CH2:9][C:10]2[C:15]3[C:18]([CH3:19])=[C:17]([CH3:21])[O:16][C:14]=3[C:13]([O:22][CH3:23])=[C:12]([O:24][CH3:25])[CH:11]=2)=[CH:4][N:3]=1 |f:1.2|. Procedure details: A mixture of 0.70 g (0.002 mole) of 2,4-diamino-5-(3,4-dimethoxy-5-(1-methyl-2oxopropoxy)benzyl)pyrimidine in 11 g of polyphosphoric acid was stirred and heated on a steam bath for 20 minutes then poured onto 100 g of ice. The resulting mixture was basified with concentrated ammonium hydroxide, then extracted with methylene chloride (100 mL). The extract was washed with water (150 mL), dried over anhydrous magnesium sulfate and concentrated in vacuo to give the title compound (0.52 g, 78%). Recr... Starting materials: COC(=O)N1CCC(CC1)N1CCC(CC1)N1C(NC2=C1C=CC=C2)=O (1-[1-(1-methoxycarbonylpiperidin-4-yl)piperidin-4-yl]-1,3-dihydro-2H-benzimidazol-2-one), CS(=O)(=O)Cl (methanesulfonyl chloride), COC(=O)N1CCC(CC1)N1CCC(CC1)N1C(NC2=NC=CC=C21)=O (1-[1-(1-methoxycarbonylpiperidin-4-yl)-piperidin-4-yl]-1,3-dihydro-2H-imidazo[4,5-b]pyridin-2-one), C(C)(=O)Cl (acetyl chloride). Yields the product COC(=O)N1CCC(CC1)N1CCC(CC1)N1C(N(C2=NC=CC=C21)S(=O)(=O)C)=O (1-[1-(1-methoxycarbonylpiperidin-4-yl)-piperidin-4-yl]-3-(methylsulfonyl)-1,3-dihydro-2H-imidazo-[4,5-b]pyridin-2-one). Reaction SMILES: COC(N1CCC(N2CCC(N3C4C=CC=CC=4NC3=O)CC2)CC1)=O.[CH3:27][O:28][C:29]([N:31]1[CH2:36][CH2:35][CH:34]([N:37]2[CH2:42][CH2:41][CH:40]([N:43]3[C:51]4[C:46](=[N:47][CH:48]=[CH:49][CH:50]=4)[NH:45][C:44]3=[O:52])[CH2:39][CH2:38]2)[CH2:33][CH2:32]1)=[O:30].C(Cl)(=O)C.[CH3:57][S:58](Cl)(=[O:60])=[O:59]>>[CH3:27][O:28][C:29]([N:31]1[CH2:36][CH2:35][CH:34]([N:37]2[CH2:38][CH2:39][CH:40]([N:43]3[C:51]4[C:46](=[N:47][CH:48]=[CH:49][CH:50]=4)[N:45]([S:58]([CH3:57])(=[O:60])=[O:59])[C:44]3=[O:52])[CH2:41][CH2:42]2)[CH2:33][CH2:32]1)=[O:30]. Reported procedure: Example 12 was repeated except that the 1-[1-(1-methoxycarbonylpiperidin-4-yl)piperidin-4-yl]-1,3-dihydro-2H-benzimidazol-2-one was replaced with 1-[1-(1-methoxycarbonylpiperidin-4-yl)-piperidin-4-yl]-1,3-dihydro-2H-imidazo[4,5-b]pyridin-2-one which was prepared by the method of Referential Example 7 and that acetyl chloride was replaced with methanesulfonyl chloride. The title compound was obtained as a colorless solid.